From a dataset of the Open Reaction Database (ORD), a public repository of structured organic reaction records. describe an organic reaction: reactants, conditions, products, and yield Starting materials: COC(=N)C1=NC(=CC=C1)C1OCCO1 (6-[1,3]dioxolan-2-yl-pyridine-2-carboximidic acid methyl ester), NCCS (2-aminoethanethiol). The solvent is C(Cl)(Cl)Cl (chloroform). Run at temperature 130 celsius. Yields the product S1C(=NCC1)C1=NC(=CC=C1)C1OCCO1 (2-(4,5-dihydrothiazol-2-yl)-6-[1,3]dioxolan-2-yl-pyridine). Isolated yield 97.0%. Reaction SMILES: CO[C:3]([C:5]1[CH:10]=[CH:9][CH:8]=[C:7]([CH:11]2[O:15][CH2:14][CH2:13][O:12]2)[N:6]=1)=[NH:4].N[CH2:17][CH2:18][SH:19]>C(Cl)(Cl)Cl>[S:19]1[CH2:18][CH2:17][N:4]=[C:3]1[C:5]1[CH:10]=[CH:9][CH:8]=[C:7]([CH:11]2[O:12][CH2:13][CH2:14][O:15]2)[N:6]=1. Procedure details: 1 g of 6-[1,3]dioxolan-2-yl-pyridine-2-carboximidic acid methyl ester (4.80 mmol) and 0.47 g of 2-aminoethanethiol (2.16 mmol) are mixed. The mixture is heated at 130° C. for 1 hour 30 minutes. The reaction mixture is taken up in chloroform, washed with water and then dried over magnesium sulfate. After filtration and evaporation of the solvent, the title product is isolated by chromatography on a silica column (eluent: chloroform/methanol; 98:2). 1.10 g of solid are recovered.